From a dataset of the Open Reaction Database (ORD), a public repository of structured organic reaction records. describe an organic reaction: reactants, conditions, products, and yield Reactants: ( 0.44 ), C(C)(=O)Cl (acetyl chloride), C1(CC1)NC1=NC=CC(=C1)C1=C(N=C(S1)CC)C1=CC=C(C=C1)F (N-cyclopropyl-4-[2-ethyl-4-(4-fluorophenyl)-1,3-thiazol-5-yl]pyridine-2-amine), C([O-])([O-])=O.[K+].[K+] (potassium carbonate), O (water). Solvent: C(C)#N (acetonitrile). Reaction conditions: time 4 hour. Product: C1(CC1)N(C(C)=O)C1=NC=CC(=C1)C1=C(N=C(S1)CC)C1=CC=C(C=C1)F (N-Cyclopropyl-N-{4-[2-ethyl-4-(4-fluorophenyl)-1,3-thiazol-5-yl]pyridin-2-yl}acetamide). Reaction SMILES: [C:1](Cl)(=[O:3])[CH3:2].[CH:5]1([NH:8][C:9]2[CH:14]=[C:13]([C:15]3[S:19][C:18]([CH2:20][CH3:21])=[N:17][C:16]=3[C:22]3[CH:27]=[CH:26][C:25]([F:28])=[CH:24][CH:23]=3)[CH:12]=[CH:11][N:10]=2)[CH2:7][CH2:6]1.C(=O)([O-])[O-].[K+].[K+].O>C(#N)C>[CH:5]1([N:8]([C:9]2[CH:14]=[C:13]([C:15]3[S:19][C:18]([CH2:20][CH3:21])=[N:17][C:16]=3[C:22]3[CH:23]=[CH:24][C:25]([F:28])=[CH:26][CH:27]=3)[CH:12]=[CH:11][N:10]=2)[C:1](=[O:3])[CH3:2])[CH2:7][CH2:6]1 |f:2.3.4|. Procedure details: At 40° C., 35 mg (0.44) mmol of acetyl chloride are added dropwise to a solution of 100 mg (0.29 mmol) of N-cyclopropyl-4-[2-ethyl-4-(4-fluorophenyl)-1,3-thiazol-5-yl]pyridine-2-amine and 80 mg (0.58 mmol) of potassium carbonate in 5 ml acetonitrile. After 4 h, 30 ml of water are added, and the reaction mixture is extracted with ethyl acetate (3×25 ml). The combined organic phases are dried over MgSO4 and freed from the solvent under reduced pressure. The residue is then purified by column chrom... The reactants are COC(=O)c1ccc(CCCC2C(Cl)CC(OC3CCCCO3)C2C=CC(=O)CCCC(C)O[Si](C)(C)C(C)(C)C)s1, ClCCl. Product: COC(=O)c1ccc(CCCC2C(Cl)CC(OC3CCCCO3)C2C=CC(O)CCCC(C)O[Si](C)(C)C(C)(C)C)s1. As a reaction SMILES: [C:1]([CH3:2])([CH3:3])([CH3:4])[Si:5]([O:6][CH:7]([CH2:8][CH2:9][CH2:10][C:11]([CH:12]=[CH:13][CH:14]1[CH:15]([CH2:27][CH2:28][CH2:29][c:30]2[cH:31][cH:32][c:33]([C:35](=[O:36])[O:37][CH3:38])[s:34]2)[CH:16]([Cl:26])[CH2:17][CH:18]1[O:19][CH:20]1[O:21][CH2:22][CH2:23][CH2:24][CH2:25]1)=[O:39])[CH3:40])([CH3:41])[CH3:42].[Cl:43][CH2:44][Cl:45]>>[C:1]([CH3:2])([CH3:3])([CH3:4])[Si:5]([O:6][CH:7]([CH2:8][CH2:9][CH2:10][CH:11]([CH:12]=[CH:13][CH:14]1[CH:15]([CH2:27][CH2:28][CH2:29][c:30]2[cH:31][cH:32][c:33]([C:35](=[O:36])[O:37][CH3:38])[s:34]2)[CH:16]([Cl:26])[CH2:17][CH:18]1[O:19][CH:20]1[O:21][CH2:22][CH2:23][CH2:24][CH2:25]1)[OH:39])[CH3:40])([CH3:41])[CH3:42].